From a dataset of the Open Reaction Database (ORD), a public repository of structured organic reaction records. describe an organic reaction: reactants, conditions, products, and yield The reactants are CC#N, [I-], N#Cc1cc(N)ccc1-c1ccccn1, [Na+], O. The product is N#Cc1cc(I)ccc1-c1ccccn1. RXN SMILES: [CH3:19][C:20]#[N:21].[I-:17].[NH2:1][c:2]1[cH:3][cH:4][c:5](-[c:10]2[n:11][cH:12][cH:13][cH:14][cH:15]2)[c:6]([C:7]#[N:8])[cH:9]1.[Na+:16].[OH2:18]>>[c:2]1([I:17])[cH:3][cH:4][c:5](-[c:10]2[n:11][cH:12][cH:13][cH:14][cH:15]2)[c:6]([C:7]#[N:8])[cH:9]1. Starting materials: CC(=O)O, Cc1ccc(Cc2cnc(N[N+](=O)[O-])[nH]c2=O)cn1, NCCCNc1ccccn1, O, c1ccncc1. Product: Cc1ccc(Cc2cnc(NCCCNc3ccccn3)[nH]c2=O)cn1. RXN SMILES: [CH3:32][C:33](=[O:34])[OH:35].[N+:12]([NH:13][c:16]1[n:17][cH:18][c:19]([CH2:23][c:24]2[cH:25][n:26][c:27]([CH3:30])[cH:28][cH:29]2)[c:20](=[O:22])[nH:21]1)([O-:14])=[O:15].[NH2:1][CH2:2][CH2:3][CH2:4][NH:5][c:6]1[n:7][cH:8][cH:9][cH:10][cH:11]1.[OH2:31].[cH:36]1[cH:37][cH:38][n:39][cH:40][cH:41]1>>[NH:1]([CH2:2][CH2:3][CH2:4][NH:5][c:6]1[n:7][cH:8][cH:9][cH:10][cH:11]1)[c:16]1[n:17][cH:18][c:19]([CH2:23][c:24]2[cH:25][n:26][c:27]([CH3:30])[cH:28][cH:29]2)[c:20](=[O:22])[nH:21]1. The product is FC=1C(=NC(=NC1)NC=1C=CC2=C(C=C(O2)CO)C1)NC1=CC=C(C=C1)OC(C)C (5-fluoro-N2-[2-(hydroxymethyl)benzofuran-5-yl]-N4-(4-isopropoxyphenyl)-2,4-pyrimidinediamine). As a reaction SMILES: C1COC2(N)N(C(NC3C=CC4OC(CO)=CC=4C=3)=NC=C2F)O1.[F:25][C:26]1[C:27]([NH:46][C:47]2[CH:52]=[CH:51][C:50]([O:53][CH:54]([CH3:56])[CH3:55])=[CH:49][CH:48]=2)=[N:28][C:29]([NH:32][C:33]2[CH:34]=[CH:35][C:36]3[O:40][C:39]([C:41](OC)=[O:42])=[CH:38][C:37]=3[CH:45]=2)=[N:30][CH:31]=1.CC(C[AlH]CC(C)C)C>>[F:25][C:26]1[C:27]([NH:46][C:47]2[CH:52]=[CH:51][C:50]([O:53][CH:54]([CH3:56])[CH3:55])=[CH:49][CH:48]=2)=[N:28][C:29]([NH:32][C:33]2[CH:34]=[CH:35][C:36]3[O:40][C:39]([CH2:41][OH:42])=[CH:38][C:37]=3[CH:45]=2)=[N:30][CH:31]=1. The reactants are C1ON2C(=NC=C(C2(N)OC1)F)NC=1C=CC2=C(C=C(O2)CO)C1 (N4-(3,4-ethylenedioxy)-5-fluoro-N2-[2-(hydroxymethyl)benzofuran-5-yl]-2,4-pyrimidinediamine), FC=1C(=NC(=NC1)NC=1C=CC2=C(C=C(O2)C(=O)OC)C1)NC1=CC=C(C=C1)OC(C)C (5-fluoro-N2-(2-methoxycarbonylbenzofuran-5-yl)-N4-(4-isopropoxyphenyl)-2,4-pyrimidinediamine), CC(C)C[AlH]CC(C)C (DIBALH). Procedure details: In a manner similar to the preparation of N4-(3,4-ethylenedioxy)-5-fluoro-N2-[2-(hydroxymethyl)benzofuran-5-yl]-2,4-pyrimidinediamine, 5-fluoro-N2-(2-methoxycarbonylbenzofuran-5-yl)-N4-(4-isopropoxyphenyl)-2,4-pyrimidinediamine was reduced with DIBALH to yield 5-fluoro-N2-[2-(hydroxymethyl)benzofuran-5-yl]-N4-(4-isopropoxyphenyl)-2,4-pyrimidinediamine. 1H NMR (CD3OD): δ 7.83 (d, 1H, J=3.3 Hz), 7.81 (s, 1H), 7.50 (d, 2H, J=9.0 Hz), 7.29 (d, 1H, J=9.0 Hz), 7.22 (dd, 1H, J=2.4 and 8.7 Hz), 6.84 (d,... Yields the product ClC=1C=C(OC2CN(C2)C(=O)N)C=CC1Cl (3-(3,4-Dichlorophenoxy)-1-azetidinecarboxamide). As a reaction SMILES: [Cl:1][C:2]1[CH:3]=[C:4]([CH:13]=[CH:14][C:15]=1[Cl:16])[O:5][CH:6]1[CH2:9][N:8]([C:10](Cl)=[O:11])[CH2:7]1.[OH-].[NH4+:18]>O1CCCC1.O>[Cl:1][C:2]1[CH:3]=[C:4]([CH:13]=[CH:14][C:15]=1[Cl:16])[O:5][CH:6]1[CH2:9][N:8]([C:10]([NH2:18])=[O:11])[CH2:7]1 |f:1.2|. Reaction conditions: time 18 hour. Run in O1CCCC1 (tetrahydrofuran), O (water). The reactants are ClC=1C=C(OC2CN(C2)C(=O)Cl)C=CC1Cl (3-(3,4-dichlorophenoxy)-1-azetidinecarbonyl chloride), [OH-].[NH4+] (ammonium hydroxide). Procedure details: A solution of 5.6 g (0.02 mole) of 3-(3,4-dichlorophenoxy)-1-azetidinecarbonyl chloride in 20 ml of tetrahydrofuran was treated while stirring with 3 ml (0.04 mole) of 57% ammonium hydroxide. After stirring for 18 hr, the reaction mixture was diluted with 200 ml of water and the solid which separated was collected by filtration, 6.6 g. Recrystallization from ethanol-water yielded 3.0 g of white granular crystals, m.p. 179°-184° C. A second recrystallization from isopropanol yielded 2.7 g (51.7%)... Isolated yield 57.4%. The reactants are BrC1=CC=C(C=C1)N1N=CC(=C1NS(=O)(=O)C(C)C)C(=O)O (1-(4-Bromo-phenyl)-5-(propane-2-sulfonylamino)-1H-pyrazole-4-carboxylic acid), CCOC(=O)C.CCCCCC (EtOAc n-hexane). The reagents and catalysts are [Cu] (copper). Run in N1=CC=CC2=CC=CC=C12 (quinoline). Conditions: temperature 180 celsius, time 15 minute. The product is BrC1=CC=C(C=C1)N1N=CC=C1NS(=O)(=O)C(C)C (Propane-2-sulfonic acid [2-(4-bromo-phenyl)-2H-pyrazol-3-yl]-amide). The yield is 76.4%. RXN SMILES: [Br:1][C:2]1[CH:7]=[CH:6][C:5]([N:8]2[C:12]([NH:13][S:14]([CH:17]([CH3:19])[CH3:18])(=[O:16])=[O:15])=[C:11](C(O)=O)[CH:10]=[N:9]2)=[CH:4][CH:3]=1.CCOC(C)=O.CCCCCC>N1C2C(=CC=CC=2)C=CC=1.[Cu]>[Br:1][C:2]1[CH:3]=[CH:4][C:5]([N:8]2[C:12]([NH:13][S:14]([CH:17]([CH3:19])[CH3:18])(=[O:16])=[O:15])=[CH:11][CH:10]=[N:9]2)=[CH:6][CH:7]=1 |f:1.2|. Reported procedure: Dissolve 1-(4-Bromo-phenyl)-5-(propane-2-sulfonylamino)-1H-pyrazole-4-carboxylic acid (1.952 g, 5.03 mmol) in quinoline (2.79 mL) in a sealed tube. Add copper (0.16 g, 2.51 mmol) and immerse into a pre-heated (180° C.) oil bath and stir for 15 min. Cool to room temperature and remove the solvent under reduced pressure. Dilute with dichloromethane, wash with 1.0M HCl (2×50 mL), dry over sodium sulfate, filter, and concentrate to yield a residue. Subject to silica gel flash column chromatography (...